This data is from the Open Reaction Database (ORD), a public repository of structured organic reaction records. The task is: describe an organic reaction: reactants, conditions, products, and yield Reactants: C1C2=C(CC3=C1NC4=CC=CC=C4C3=O)NC5=CC=CC=C5C2=O (6,13-dihydroquinacridone), polyvinyl pyrrolidone, C1=CC2=C(C=C1S(=O)(=O)O)C(=O)C3=C(C2=O)C=CC(=C3)S(=O)(=O)O (2,7-anthraquinone disulfonic acid), [OH-].[Na+] (sodium hydroxide), OO (hydrogen peroxide). Solvent: CO (methanol), O (water). Reaction conditions: temperature 23.5 celsius, time 10 minute. Product: bronze, C1=CC=C2C(=C1)C(=O)C3=CC4=C(C=C3N2)C(=O)C5=CC=CC=C5N4 (quinacridone). Reaction SMILES: [CH2:1]1[C:6]2[NH:7][C:8]3[C:13]([C:14](=[O:15])[C:5]=2[CH2:4][C:3]2[NH:16][C:17]4[C:22]([C:23](=[O:24])[C:2]1=2)=[CH:21][CH:20]=[CH:19][CH:18]=4)=[CH:12][CH:11]=[CH:10][CH:9]=3.[OH-].[Na+].C1C(S(O)(=O)=O)=CC2C(C3C=C(S(O)(=O)=O)C=CC=3C(=O)C=2C=1)=O.OO>O.CO>[CH:20]1[CH:21]=[C:22]2[C:23]([C:2]3[C:3]([NH:16][C:17]2=[CH:18][CH:19]=1)=[CH:4][C:5]1[C:14]([C:13]2[C:8]([NH:7][C:6]=1[CH:1]=3)=[CH:9][CH:10]=[CH:11][CH:12]=2)=[O:15])=[O:24] |f:1.2|. Procedure details: A one-liter flask equipped with a thermometer, stirrer and condenser is charged with 50 g 6,13-dihydroquinacridone, 180 ml methanol, 1 g polyvinyl pyrrolidone powder (Luviskol® K-30/BASF) are stirred at 20 to 27° C. for 10 minutes. 73 g 50% aqueous sodium hydroxide are added. The mixture is stirred under a slow flow of nitrogen at 50-53° C. for 50 minutes then heated to reflux. 1.2 g 2,7-anthraquinone disulfonic acid is added as catalyst. 76 g of an aqueous 18.9% hydrogen peroxide solution is ad... The product is C(C)N1CC2=C(N(C=3C=CC=CC23)CCC2=CC=C(C=C2)C)CC1 (2-ethyl-2,3,4,5-tetrahydro-5-(4-methylphenethyl)-1H-pyrido[4,3-b]indole). The reactants are C(C)N1CC2=C(NC=3C=CC=CC23)CC1 (2-ethyl-2,3,4,5-tetrahydro-1H-pyrido[4,3-b]indole), CC1=CC=C(C=C)C=C1 (4-methylstyrene), [H-].[Na+] (NaH). Solvent: CN(C)C=O (DMF). Isolated yield 10.0%. Procedure: The title compound was prepared according to General Method 2. 2-Ethyl-2,3,4,5-tetrahydro-5-(4-methylphenethyl)-1H-pyrido[4,3-b]indole was prepared from 2-ethyl-2,3,4,5-tetrahydro-1H-pyrido[4,3-b]indole (See Example 5) (100 mg, 0.5 mmol), 4-methylstyrene (1 mL, 6.72 mmol) and NaH (200 mg, 5 mmol) in DMF (4 ml) at 150° C. for 16 h to obtain 16 mg of 2-ethyl-2,3,4,5-tetrahydro-5-(4-methylphenethyl)-1H-pyrido[4,3-b]indole after purification. Reaction SMILES: [CH2:1]([N:3]1[CH2:15][CH2:14][C:6]2[NH:7][C:8]3[CH:9]=[CH:10][CH:11]=[CH:12][C:13]=3[C:5]=2[CH2:4]1)[CH3:2].[CH3:16][C:17]1[CH:24]=[CH:23][C:20]([CH:21]=[CH2:22])=[CH:19][CH:18]=1.[H-].[Na+]>CN(C=O)C>[CH2:1]([N:3]1[CH2:15][CH2:14][C:6]2[N:7]([CH2:22][CH2:21][C:20]3[CH:23]=[CH:24][C:17]([CH3:16])=[CH:18][CH:19]=3)[C:8]3[CH:9]=[CH:10][CH:11]=[CH:12][C:13]=3[C:5]=2[CH2:4]1)[CH3:2] |f:2.3|.